From a dataset of the Open Reaction Database (ORD), a public repository of structured organic reaction records. describe an organic reaction: reactants, conditions, products, and yield Reactants: N1=C(C=CC2=CC=CC=C12)C(=O)N1C(NCC1)=O (1-(quinolin-2-oyl)-imidazolin-2-one), ClC1=C(N)C(=CC=C1)Cl (2,6-dichloroaniline), P(=O)(Cl)(Cl)Cl (phosphorus oxychloride). Product: N1=C(C=CC2=CC=CC=C12)C(=O)N1C(=NCC1)NC1=C(C=CC=C1Cl)Cl (1-(quinolin-2-oyl)-2-(2',6'-dichlorophenylamino)-2-imidazoline). Reaction SMILES: [N:1]1[C:10]2[C:5](=[CH:6][CH:7]=[CH:8][CH:9]=2)[CH:4]=[CH:3][C:2]=1[C:11]([N:13]1[CH2:17][CH2:16][NH:15][C:14]1=O)=[O:12].[Cl:19][C:20]1[CH:26]=[CH:25][CH:24]=[C:23]([Cl:27])[C:21]=1[NH2:22].P(Cl)(Cl)(Cl)=O>>[N:1]1[C:10]2[C:5](=[CH:6][CH:7]=[CH:8][CH:9]=2)[CH:4]=[CH:3][C:2]=1[C:11]([N:13]1[CH2:17][CH2:16][N:15]=[C:14]1[NH:22][C:21]1[C:20]([Cl:19])=[CH:26][CH:25]=[CH:24][C:23]=1[Cl:27])=[O:12]. Procedure: Using the process described in Example 49, 1-(quinolin-2-oyl)-imidazolin-2-one and 2,6-dichloroaniline, in the presence of an excess of phosphorus oxychloride, give 1-(quinolin-2-oyl)-2-(2',6'-dichlorophenylamino)-2-imidazoline of melting point 196°-197.5° C.; the material is identical with the product obtained according to Example 46. Procedure details: 0.38 g (0.66 mmol) of benzyl 3-((3-(4-(tert-butyloxycarbonylaminoiminomethyl)phenyl)ureido)acetylamino)-3-phenylpropionate is dissolved in 30 ml of DMF and treated with 0.07 g of Pd/C (10%). Hydrogen is then passed through for 24 h, solid is filtered off, the filtrate is concentrated in vacuo and the residue is treated with 1.53ml of trifluoroacetic acid (99%) and 0.15 ml of water. After stirring at room temperature for 48 h, the mixture is concentrated in vacuo and the residue is chromatographe... Reagents/catalysts: [Pd] (Pd/C). Reaction SMILES: C(OC([NH:8][N:9]=[CH:10][C:11]1[CH:16]=[CH:15][C:14]([NH:17][C:18](=[O:42])[NH:19][CH2:20][C:21]([NH:23][CH:24]([C:36]2[CH:41]=[CH:40][CH:39]=[CH:38][CH:37]=2)[CH2:25][C:26]([O:28]CC2C=CC=CC=2)=[O:27])=[O:22])=[CH:13][CH:12]=1)=O)(C)(C)C.[H][H]>CN(C=O)C.[Pd]>[NH2:8][N:9]=[CH:10][C:11]1[CH:16]=[CH:15][C:14]([NH:17][C:18](=[O:42])[NH:19][CH2:20][C:21]([NH:23][CH:24]([C:36]2[CH:37]=[CH:38][CH:39]=[CH:40][CH:41]=2)[CH2:25][C:26]([OH:28])=[O:27])=[O:22])=[CH:13][CH:12]=1. Run in CN(C)C=O (DMF). Starting materials: C(C)(C)(C)OC(=O)NN=CC1=CC=C(C=C1)NC(NCC(=O)NC(CC(=O)OCC1=CC=CC=C1)C1=CC=CC=C1)=O (benzyl 3-((3-(4-(tert-butyloxycarbonylaminoiminomethyl)phenyl)ureido)acetylamino)-3-phenylpropionate), [H][H] (Hydrogen). The product is NN=CC1=CC=C(C=C1)NC(NCC(=O)NC(CC(=O)O)C1=CC=CC=C1)=O (3-((3-(4-(Aminoiminomethyl)phenyl)ureido)acetylamino)-3-phenylpropionic acid). Conditions: time 48 hour. Reactants: [Si](C1=CC=CC=C1)(C1=CC=CC=C1)(C(C)(C)C)OC1=CC=C(OC[C@H](CNCCC2=CC=C(NC3CCN(CC3)C(=O)C3CCN(CC3)C(=O)NCCCCCCCC)C=C2)O)C=C1 (4-({4-[4-(2-{[(2S)-3-(4-{[tert-Butyl(diphenyl)silyl]oxy}phenoxy)-2-hydroxypropyl]amino}ethyl)anilino]-1-piperidinyl}carbonyl)-N-octyl-1-piperidinecarboxamide). Run in C(Cl)(Cl)Cl.CO (chloroform methanol). The product is C(CCCCCCC)NC(=O)N1CCC(CC1)C(=O)N1CCC(CC1)NC1=CC=C(C=C1)CCNC[C@@H](COC1=CC=C(C=C1)O)O (4-[4-(4-{2-[(2S)-2-Hydroxy-3-(4-hydroxy-phenoxy)-propylamino]-ethyl}-phenylamino)-piperidine-1-carbonyl]-piperidine-1-carboxylic Acidoctylamide). The yield is 16.7%. RXN SMILES: [Si]([O:18][C:19]1[CH:64]=[CH:63][C:22]([O:23][CH2:24][C@@H:25]([OH:62])[CH2:26][NH:27][CH2:28][CH2:29][C:30]2[CH:61]=[CH:60][C:33]([NH:34][CH:35]3[CH2:40][CH2:39][N:38]([C:41]([CH:43]4[CH2:48][CH2:47][N:46]([C:49]([NH:51][CH2:52][CH2:53][CH2:54][CH2:55][CH2:56][CH2:57][CH2:58][CH3:59])=[O:50])[CH2:45][CH2:44]4)=[O:42])[CH2:37][CH2:36]3)=[CH:32][CH:31]=2)=[CH:21][CH:20]=1)(C(C)(C)C)(C1C=CC=CC=1)C1C=CC=CC=1>C(Cl)(Cl)Cl.CO>[CH2:52]([NH:51][C:49]([N:46]1[CH2:47][CH2:48][CH:43]([C:41]([N:38]2[CH2:37][CH2:36][CH:35]([NH:34][C:33]3[CH:32]=[CH:31][C:30]([CH2:29][CH2:28][NH:27][CH2:26][C@H:25]([OH:62])[CH2:24][O:23][C:22]4[CH:21]=[CH:20][C:19]([OH:18])=[CH:64][CH:63]=4)=[CH:61][CH:60]=3)[CH2:40][CH2:39]2)=[O:42])[CH2:44][CH2:45]1)=[O:50])[CH2:53][CH2:54][CH2:55][CH2:56][CH2:57][CH2:58][CH3:59] |f:1.2|. Reported procedure: 4-({4-[4-(2-{[(2S)-3-(4-{[tert-Butyl(diphenyl)silyl]oxy}phenoxy)-2-hydroxypropyl]amino}ethyl)anilino]-1-piperidinyl}carbonyl)-N-octyl-1-piperidinecarboxamide (0.160 g, 0.180 mmol) was reacted according to Procedure H (eluant: 5:1 chloroform-methanol) to give the title compound (0.02 g, 0.03 mmol).